Dataset: the Open Reaction Database (ORD), a public repository of structured organic reaction records. Task: describe an organic reaction: reactants, conditions, products, and yield Starting materials: ClC1=NC=C(C(=O)N)C=C1 (6-chloronicotinamide), C(C)N1CCNCC1 (1-ethylpiperazine). The solvent is C(C)(=O)OCC (ethyl acetate). Conditions: temperature 110 celsius, time 2 hour. Product: C(C)N1CCN(CC1)C1=CC=C(C=N1)C(=O)N (6-(4-Ethyl-1-piperazinyl)pyridine-3-carboxamide). RXN SMILES: Cl[C:2]1[CH:10]=[CH:9][C:5]([C:6]([NH2:8])=[O:7])=[CH:4][N:3]=1.[CH2:11]([N:13]1[CH2:18][CH2:17][NH:16][CH2:15][CH2:14]1)[CH3:12]>C(OCC)(=O)C>[CH2:11]([N:13]1[CH2:18][CH2:17][N:16]([C:2]2[N:3]=[CH:4][C:5]([C:6]([NH2:8])=[O:7])=[CH:9][CH:10]=2)[CH2:15][CH2:14]1)[CH3:12]. Reported procedure: A mixture of 0.5 g of 6-chloronicotinamide and 3 ml of 1-ethylpiperazine was stirred at 110° C. for 2 hours. The reaction solution was diluted with ethyl acetate, washed with water and then dried over anhydrous sodium sulfate. The solvent was distilled off under reduced pressure to afford 0.10 g of the title compound.